Task: describe an organic reaction: reactants, conditions, products, and yield. Dataset: the Open Reaction Database (ORD), a public repository of structured organic reaction records Reactants: CC1Cc2ccccc2C(O)(C2CCN(C)CC2)c2ccsc21, CC(C)O, Cl. The product is CC1Cc2ccccc2C(=C2CCN(C)CC2)c2ccsc21. RXN SMILES: [CH3:1][CH:2]1[CH2:3][c:4]2[c:5]([cH:20][cH:21][cH:22][cH:23]2)[C:6]([OH:12])([CH:13]2[CH2:14][CH2:15][N:16]([CH3:19])[CH2:17][CH2:18]2)[c:7]2[c:8]1[s:9][cH:10][cH:11]2.[CH:25]([OH:26])([CH3:27])[CH3:28].[ClH:24]>>[CH3:1][CH:2]1[CH2:3][c:4]2[c:5]([cH:20][cH:21][cH:22][cH:23]2)[C:6](=[C:13]2[CH2:14][CH2:15][N:16]([CH3:19])[CH2:17][CH2:18]2)[c:7]2[c:8]1[s:9][cH:10][cH:11]2. Product: CC(C)(C)OC(=O)c1ccccc1O. Reaction SMILES: [C:1]([n:2]1[cH:3][cH:4][n:5][cH:6]1)([n:7]1[cH:8][cH:9][n:10][cH:11]1)=[O:12].[C:23]([CH3:24])([CH3:25])([CH3:26])[OH:27].[CH2:28]1[CH2:29][CH2:30][C:31]2=[N:36][CH2:35][CH2:34][CH2:33][N:32]2[CH2:37][CH2:38]1.[Na+:43].[O-:39][C:40]([OH:41])=[O:42].[O:44]=[CH:45][N:46]([CH3:47])[CH3:48].[OH:13][C:14](=[O:15])[c:16]1[cH:17][cH:18][cH:19][cH:20][c:21]1[OH:22]>>[O:13]([C:14](=[O:15])[c:16]1[cH:17][cH:18][cH:19][cH:20][c:21]1[OH:22])[C:23]([CH3:24])([CH3:25])[CH3:26]. Reactants: O=C(n1ccnc1)n1ccnc1, CC(C)(C)O, C1CCC2=NCCCN2CC1, [Na+], O=C([O-])O, CN(C)C=O, O=C(O)c1ccccc1O.